Dataset: the Open Reaction Database (ORD), a public repository of structured organic reaction records. Task: describe an organic reaction: reactants, conditions, products, and yield Reactants: CCOc1ccc2c(=O)n3c(nc2c1)[nH]c1cc(C)c(C)cc13, CC(C)CBr. The product is CCOc1ccc2c(=O)n3c4cc(C)c(C)cc4n(CC(C)C)c3nc2c1. Reaction SMILES: [CH2:1]([CH3:2])[O:3][c:4]1[cH:5][cH:6][c:7]2[c:8](=[O:23])[n:9]3[c:10]([n:11][c:12]2[cH:13]1)[nH:14][c:15]1[c:16]3[cH:17][c:18]([CH3:22])[c:19]([CH3:21])[cH:20]1.[CH2:24]([CH:25]([CH3:26])[CH3:27])[Br:28]>>[CH2:1]([CH3:2])[O:3][c:4]1[cH:5][cH:6][c:7]2[c:8](=[O:23])[n:9]3[c:10]([n:11][c:12]2[cH:13]1)[n:14]([CH2:24][CH:25]([CH3:26])[CH3:27])[c:15]1[c:16]3[cH:17][c:18]([CH3:22])[c:19]([CH3:21])[cH:20]1. Starting materials: ClCCl, CC(C)(C)OC(=O)c1cccc(-c2nc(NC(=O)C3(c4ccc5c(c4)OC(F)(F)O5)CC3)cc3ccccc23)c1, O=C(O)C(F)(F)F. The product is O=C(O)c1cccc(-c2nc(NC(=O)C3(c4ccc5c(c4)OC(F)(F)O5)CC3)cc3ccccc23)c1. Reaction SMILES: [Cl:41][CH2:42][Cl:43].[F:1][C:2]1([F:40])[O:3][c:4]2[c:5]([cH:7][cH:8][c:9]([C:11]3([C:14](=[O:15])[NH:16][c:17]4[n:18][c:19](-[c:27]5[cH:28][c:29]([C:30](=[O:31])[O:32][C:33]([CH3:34])([CH3:35])[CH3:36])[cH:37][cH:38][cH:39]5)[c:20]5[cH:21][cH:22][cH:23][cH:24][c:25]5[cH:26]4)[CH2:12][CH2:13]3)[cH:10]2)[O:6]1.[OH:44][C:45]([C:46]([F:47])([F:48])[F:49])=[O:50]>>[F:1][C:2]1([F:40])[O:3][c:4]2[c:5]([cH:7][cH:8][c:9]([C:11]3([C:14](=[O:15])[NH:16][c:17]4[n:18][c:19](-[c:27]5[cH:28][c:29]([C:30](=[O:31])[OH:32])[cH:37][cH:38][cH:39]5)[c:20]5[cH:21][cH:22][cH:23][cH:24][c:25]5[cH:26]4)[CH2:12][CH2:13]3)[cH:10]2)[O:6]1. The reactants are ClC1=C(C=C(C=C1)Cl)S(=O)(=O)Cl (2,5-dichlorobenzene-1-sulfonyl chloride), Cl.Cl.N1CCC(CC1)CN1CC2=CC=CC=C2CC1 (2-(piperidin-4-ylmethyl)-1,2,3,4-tetrahydroisoquinoline dihydrochloride), C(C)(C)N(C(C)C)CC (N,N-diisopropylethylamine). The solvent is C(Cl)Cl (CH2Cl2). Conditions: time 8 hour. Product: ClC1=C(C=C(C=C1)Cl)S(=O)(=O)N1CCC(CC1)CN1CC2=CC=CC=C2CC1 (2-((1-(2,5-dichlorophenylsulfonyl)piperidin-4-yl)methyl)-1,2,3,4-tetrahydroisoquino-line). The yield is 78.5%. RXN SMILES: [Cl:1][C:2]1[CH:7]=[CH:6][C:5]([Cl:8])=[CH:4][C:3]=1[S:9](Cl)(=[O:11])=[O:10].Cl.Cl.[NH:15]1[CH2:20][CH2:19][CH:18]([CH2:21][N:22]2[CH2:31][CH2:30][C:29]3[C:24](=[CH:25][CH:26]=[CH:27][CH:28]=3)[CH2:23]2)[CH2:17][CH2:16]1.C(N(CC)C(C)C)(C)C>C(Cl)Cl>[Cl:1][C:2]1[CH:7]=[CH:6][C:5]([Cl:8])=[CH:4][C:3]=1[S:9]([N:15]1[CH2:20][CH2:19][CH:18]([CH2:21][N:22]2[CH2:31][CH2:30][C:29]3[C:24](=[CH:25][CH:26]=[CH:27][CH:28]=3)[CH2:23]2)[CH2:17][CH2:16]1)(=[O:11])=[O:10] |f:1.2.3|. Reported procedure: 2,5-dichlorobenzene-1-sulfonyl chloride (108.1 mg, 0.44 mmol) was added to a solution of 2-(piperidin-4-ylmethyl)-1,2,3,4-tetrahydroisoquinoline dihydrochloride (92.1 mg, 0.40 mmol) and N,N-diisopropylethylamine (206.9.2 mg, 1.60 mmol) in CH2Cl2 (10 mL) and the mixture was stirred overnight at room temperature. The resulting solution was washed with water (3×10 mL), dried over Na2SO4, and evaporated to dryness. The free base was dissolved in ethyl acetate (1 ml). A 2.8 M solution of hydrogen chl... Reactants: [BH4-], CC(=O)[O-], CS(C)=O, CC(=O)O, O=Cc1ccc(COc2ncccc2F)cc1, C[N+](=O)[O-], [NH4+], [Na+], [Na+], O, O=C([O-])O. Yields the product O=[N+]([O-])CCc1ccc(COc2ncccc2F)cc1. As a reaction SMILES: [BH4-:27].[CH3:23][C:24](=[O:25])[O-:26].[CH3:34][S:35](=[O:36])[CH3:37].[CH3:39][C:40](=[O:41])[OH:42].[F:1][c:2]1[c:3]([O:8][CH2:9][c:10]2[cH:11][cH:12][c:13]([CH:14]=[O:15])[cH:16][cH:17]2)[n:4][cH:5][cH:6][cH:7]1.[N+:18](=[O:19])([O-:20])[CH3:21].[NH4+:22].[Na+:28].[Na+:29].[OH2:38].[OH:30][C:31](=[O:32])[O-:33]>>[F:1][c:2]1[c:3]([O:8][CH2:9][c:10]2[cH:11][cH:12][c:13]([CH2:14][CH2:21][N+:18](=[O:19])[O-:20])[cH:16][cH:17]2)[n:4][cH:5][cH:6][cH:7]1. The reactants are ClCCl (dichloromethane), C1(=CC=CC=C1)P(C1=CC=CC=C1)C1=CC=CC=C1 (triphenylphosphine), C1(=CC=CC=C1)O (phenol), ClCCl (dichloromethane), BrBr (Bromine). Conditions: temperature 0 celsius. Product: BrCC#CC1=CC=C(C=C1)Cl (1-(3-bromo-prop-1-ynyl)-4-chloro-benzene). Yield: 80.0%. Reaction SMILES: [C:1]1(O)[CH:6]=[CH:5][CH:4]=[CH:3][CH:2]=1.C1(P([C:21]2[CH:26]=CC=CC=2)C2C=CC=CC=2)C=CC=CC=1.[Br:27]Br.Cl[CH2:30][Cl:31]>>[Br:27][CH2:2][C:3]#[C:4][C:5]1[CH:6]=[CH:1][C:30]([Cl:31])=[CH:21][CH:26]=1. Procedure details: To a solution of 4-3-bromo-prop-1-ynyl)-phenol (5.0 g, 30.12 mmol) dissolved in dichloromethane, 8.3 g (31.63 mmol, 1.05 eq) of triphenylphosphine was added and the solution was cooled to 0° C. Bromine (1.55 mL, 30.12 mmol, 1.0 eq) was added dropwise and the reaction was warmed to room temperature. The reaction was then diluted with dichloromethane, washed with sodium hydrosulfite pentahydrate, washed with brine, dried over MgSO4 and concentrated. The residue was purified via flash chromatograph... Starting materials: C(C)(C)(C)N1N=CC=C1NC1=NC(=NC(=C1)C)CN1[C@@H]2CN([C@H](C1)C2)C(C2=C(C(=CC=C2)Cl)F)=O (N-(1-tert-butyl-1H-pyrazol-5-yl)-2-(((1S,4S)-5-(3-chloro-2-fluorobenzoyl) -2,5-diazabicyclo[2.2.1]hept-2-yl)methyl)-6-methylpyrimidine-4-amine). The solvent is C(=O)O (formic acid). Conditions: temperature 100 celsius, time 3 hour. Yields the product ClC=1C(=C(C(=O)N2[C@@H]3CN([C@H](C2)C3)CC3=NC(=CC(=N3)NC3=NNC=C3)C)C=CC1)F (2-(((1S,4S)-5-(3-chloro-2-fluorobenzoyl)-2,5-diazabicyclo[2.2.1]hept-2-yl)methyl)-6-methyl-N-1H-pyrazol-3-ylpyrimidine-4-amine). RXN SMILES: C([N:5]1[C:9]([NH:10][C:11]2[CH:16]=[C:15]([CH3:17])[N:14]=[C:13]([CH2:18][N:19]3[CH2:24][C@@H:23]4[CH2:25][C@H:20]3[CH2:21][N:22]4[C:26](=[O:35])[C:27]3[CH:32]=[CH:31][CH:30]=[C:29]([Cl:33])[C:28]=3[F:34])[N:12]=2)=[CH:8][CH:7]=[N:6]1)(C)(C)C>C(O)=O>[Cl:33][C:29]1[C:28]([F:34])=[C:27]([CH:32]=[CH:31][CH:30]=1)[C:26]([N:22]1[CH2:21][C@@H:20]2[CH2:25][C@H:23]1[CH2:24][N:19]2[CH2:18][C:13]1[N:12]=[C:11]([NH:10][C:9]2[CH:8]=[CH:7][NH:6][N:5]=2)[CH:16]=[C:15]([CH3:17])[N:14]=1)=[O:35]. Procedure: 101 mg of N-(1-tert-butyl-1H-pyrazol-5-yl)-2-(((1S,4S)-5-(3-chloro-2-fluorobenzoyl) -2,5-diazabicyclo[2.2.1]hept-2-yl)methyl)-6-methylpyrimidine-4-amine was dissolved in 1 ml of formic acid followed by stirring at 100° C. for 3 hours. The reaction solution was concentrated in vacuo, diluted with ethyl acetate, and then washed with saturated sodium bicarbonate, water and saturated brine. The resulting organic layer was dried over magnesium sulfate and filtered, and the filtrate was concentrated. ... The reactants are compounds, C1=C(C=CC=2SC3=CC=CC=C3NC12)C(=O)N[C@@H](CC(C)C)C(=O)N[C@@H](CC(C)C)C(=O)N[C@@H](CC(C)C)C(=O)N[C@@H]1C(OCC1)O (N-(10H-phenothiazin-2-ylcarbonyl)-L-leucyl-L-leucyl-N1-[(3S)-2-hydroxytetrahydrofuran-3-yl]-L-leucinamide), C1=C(C=CC=2SC3=CC=CC=C3NC12)OCC(=O)N[C@@H](CC(C)C)C(=O)N[C@@H](CC(C)C)C(=O)N[C@@H]1C(OCC1)OC (N-[(10H-phenothiazin-2-yloxy)acetyl]-L-leucyl-N1-[(3S)-2-methoxytetrahydrofuran-3-yl]-L-leucinamide). Product: C1=C(C=CC=2SC3=CC=CC=C3NC12)OCC(=O)NCC(=O)N(CC(=O)N[C@@H]1C(OCC1)OC)CC(C)C (N-[(10H-phenothiazin-2-yloxy)acetyl]glycyl-N2-isobutyl-N1-[(3S)-2-methoxytetrahydrofuran-3-yl]glycinamide). As a reaction SMILES: [CH:1]1C2NC3C(=CC=CC=3)SC=2C=[CH:3][C:2]=1[C:15](N[C@H](C(N[C@H](C(N[C@H](C(N[C@H]1CCOC1O)=O)CC(C)C)=O)CC(C)C)=O)CC(C)C)=O.[CH:48]1[C:61]2[NH:60][C:59]3[C:54](=[CH:55][CH:56]=[CH:57][CH:58]=3)[S:53][C:52]=2[CH:51]=[CH:50][C:49]=1[O:62][CH2:63][C:64]([NH:66][C@H:67]([C:72]([NH:74][C@H:75]([C:80]([NH:82][C@H:83]1[CH2:87][CH2:86][O:85][CH:84]1[O:88][CH3:89])=[O:81])CC(C)C)=[O:73])CC(C)C)=[O:65]>>[CH:48]1[C:61]2[NH:60][C:59]3[C:58](=[CH:57][CH:56]=[CH:55][CH:54]=3)[S:53][C:52]=2[CH:51]=[CH:50][C:49]=1[O:62][CH2:63][C:64]([NH:66][CH2:67][C:72]([N:74]([CH2:1][CH:2]([CH3:15])[CH3:3])[CH2:75][C:80]([NH:82][C@H:83]1[CH2:87][CH2:86][O:85][CH:84]1[O:88][CH3:89])=[O:81])=[O:73])=[O:65]. Procedure: The compounds of Examples 40 to 58 were prepared according to the experimental protocol described for the compound of Example 2 starting from the compounds of Examples 21 to 39 respectively.